From a dataset of the Open Reaction Database (ORD), a public repository of structured organic reaction records. describe an organic reaction: reactants, conditions, products, and yield Reactants: C(C)(C)(C)OC(=O)NCC=1SC=C(N1)CF (2-(tert-butoxycarbonylamino)methyl-4-fluoromethylthiazole), FC(C(=O)O)(F)F (trifluoroacetic acid), C(C)(=O)OC(C)=O (acetic anhydride). The solvent is C(=O)O (formic acid). Run at time 30 minute. Product: FCN1C(SC=C1)CNC=O (3-fluoromethyl-2-(formylamino)methylthiazole). Reaction SMILES: C(O[C:6]([NH:8][CH2:9][C:10]1[S:11][CH:12]=[C:13](CF)[N:14]=1)=[O:7])(C)(C)C.[F:17][C:18](F)(F)C(O)=O.C(OC(=O)C)(=O)C>C(O)=O>[F:17][CH2:18][N:14]1[CH:13]=[CH:12][S:11][CH:10]1[CH2:9][NH:8][CH:6]=[O:7]. Reported procedure: To 0.66 g of the above-obtained 2-(tert-butoxycarbonylamino)methyl-4-fluoromethylthiazole was added 2 ml of trifluoroacetic acid, and the mixture was stirred at room temperature for 30 minutes. The reaction solution was concentrated under reduced pressure. To the residue was added a saturated aqueous solution of sodium hydrogencarbonate to adjust the pH of the mixture to approximately 8. To this reaction solution was added 20 ml of dichloromethane. To the mixture was added with stirring a soluti... The reactants are BrC1=C(C=CC(=C1)C(C)C)N(C1=NC(=CC(=N1)C1=C(C=CC=C1)[N+](=O)[O-])C)CC (N-[2-Bromo-4-(1-methylethyl)phenyl]-N-ethyl-4-(2-nitrophenyl)-6-methyl-2-pyrimidineamine), CO (methanol). The reagents and catalysts are [Fe] (iron), [Fe] (iron). The solvent is C(C)(=O)O (acetic acid). Conditions: time 6 hour. Yields the product BrC1=C(C=CC(=C1)C(C)C)N(C1=NC(=CC(=N1)C1=C(C=CC=C1)N)C)CC (N-[2-Bromo-4-(1-methylethyl)phenyl]-N-ethyl-4-(2-aminophenyl)-6-methyl-2-pyrimidineamine), solid. As a reaction SMILES: [Br:1][C:2]1[CH:7]=[C:6]([CH:8]([CH3:10])[CH3:9])[CH:5]=[CH:4][C:3]=1[N:11]([CH2:28][CH3:29])[C:12]1[N:17]=[C:16]([C:18]2[CH:23]=[CH:22][CH:21]=[CH:20][C:19]=2[N+:24]([O-])=O)[CH:15]=[C:14]([CH3:27])[N:13]=1.CO>[Fe].C(O)(=O)C>[Br:1][C:2]1[CH:7]=[C:6]([CH:8]([CH3:10])[CH3:9])[CH:5]=[CH:4][C:3]=1[N:11]([CH2:28][CH3:29])[C:12]1[N:17]=[C:16]([C:18]2[CH:23]=[CH:22][CH:21]=[CH:20][C:19]=2[NH2:24])[CH:15]=[C:14]([CH3:27])[N:13]=1. Procedure details: The product of Example 11 (778 mg), methanol (40.5 mL), acetic acid (13.5 mL) and iron powder (382 mg) were heated at reflux and stirred mechanically for 6 h. More iron powder (1.15 g) was added and the reaction was heated at reflux 2 more hours, after which it was cooled, filtered through celite, and concentrated to a thick black oil. Added ethyl acetate (200 mL) and water (100 mL), stirred, and filtered through celite. The layers were separated and the ethyl acetate dried over MgSO4 and concen... Starting materials: CCN=C=NCCCN(C)C, CC(=O)O, CCN(C(C)C)C(C)C, Cl, Nc1ncc(-c2nc(N3CCOCC3)c3ncn(CC4CCNC4)c3n2)cn1, CN(C)C=O, On1nnc2ccccc21. Yields the product CC(=O)N1CCC(Cn2cnc3c(N4CCOCC4)nc(-c4cnc(N)nc4)nc32)C1. RXN SMILES: [CH3:49][N:50]([CH3:51])[CH2:52][CH2:53][CH2:54][N:55]=[C:56]=[N:57][CH2:58][CH3:59].[CH3:65][C:66](=[O:67])[OH:68].[CH:39]([N:40]([CH2:42][CH3:43])[CH:45]([CH3:41])[CH3:47])([CH3:44])[CH3:46].[ClH:48].[O:1]1[CH2:2][CH2:3][N:4]([c:7]2[c:8]3[n:9][cH:10][n:11]([CH2:23][CH:24]4[CH2:25][NH:26][CH2:27][CH2:28]4)[c:12]3[n:13][c:14](-[c:16]3[cH:17][n:18][c:19]([NH2:22])[n:20][cH:21]3)[n:15]2)[CH2:5][CH2:6]1.[O:60]=[CH:61][N:62]([CH3:63])[CH3:64].[OH:29][n:30]1[c:31]2[c:32]([cH:33][cH:34][cH:35][cH:36]2)[n:37][n:38]1>>[O:1]1[CH2:2][CH2:3][N:4]([c:7]2[c:8]3[n:9][cH:10][n:11]([CH2:23][CH:24]4[CH2:25][N:26]([C:45](=[O:29])[CH3:47])[CH2:27][CH2:28]4)[c:12]3[n:13][c:14](-[c:16]3[cH:17][n:18][c:19]([NH2:22])[n:20][cH:21]3)[n:15]2)[CH2:5][CH2:6]1.